This data is from the Open Reaction Database (ORD), a public repository of structured organic reaction records. The task is: describe an organic reaction: reactants, conditions, products, and yield The reactants are C=CCOc1cc(OC)ccc1N, CC(=O)OC(C)=O, CN(C)c1ccncc1, CCOC(C)=O, Cl, c1ccncc1. The product is C=CCOc1cc(OC)ccc1NC(C)=O. Reaction SMILES: [CH2:14]([CH:15]=[CH2:16])[O:17][c:18]1[c:19]([NH2:20])[cH:21][cH:22][c:23]([O:25][CH3:26])[cH:24]1.[CH3:1][C:2](=[O:3])[O:4][C:5](=[O:6])[CH3:7].[CH3:28][N:29]([CH3:30])[c:31]1[cH:32][cH:33][n:34][cH:35][cH:36]1.[CH3:37][CH2:38][O:39][C:40](=[O:41])[CH3:42].[ClH:27].[cH:8]1[cH:9][cH:10][n:11][cH:12][cH:13]1>>[CH3:1][C:2](=[O:3])[NH:20][c:19]1[c:18]([O:17][CH2:14][CH:15]=[CH2:16])[cH:24][c:23]([O:25][CH3:26])[cH:22][cH:21]1. The reactants are CCN(CC)P(=O)(OC(C)(C)C)OC(C)(C)C, C1CCOC1, ClCCl, CCc1ccc(C2OC(CO)C(O)C(O)C2O)cc1Cc1ccc2c(c1)OCCO2, O=C(OO)c1cccc(Cl)c1, c1nnn[nH]1. Yields the product CCc1ccc(C2OC(COP(=O)(OC(C)(C)C)OC(C)(C)C)C(O)C(O)C2O)cc1Cc1ccc2c(c1)OCCO2. Reaction SMILES: [C:31]([CH3:32])([CH3:33])([CH3:34])[O:35][P:36]([O:37][C:38]([CH3:39])([CH3:40])[CH3:41])(=[O:42])[N:43]([CH2:44][CH3:45])[CH2:46][CH3:47].[CH2:64]1[O:65][CH2:66][CH2:67][CH2:68]1.[Cl:69][CH2:70][Cl:71].[O:1]1[CH2:2][CH2:3][O:4][c:5]2[c:6]1[cH:7][cH:8][c:9]([CH2:11][c:12]1[cH:13][c:14]([CH:20]3[O:21][CH:22]([CH2:29][OH:30])[CH:23]([OH:28])[CH:24]([OH:27])[CH:25]3[OH:26])[cH:15][cH:16][c:17]1[CH2:18][CH3:19])[cH:10]2.[OH:53][O:54][C:55]([c:56]1[cH:57][c:58]([Cl:59])[cH:60][cH:61][cH:62]1)=[O:63].[nH:48]1[cH:49][n:50][n:51][n:52]1>>[O:1]1[CH2:2][CH2:3][O:4][c:5]2[c:6]1[cH:7][cH:8][c:9]([CH2:11][c:12]1[cH:13][c:14]([CH:20]3[O:21][CH:22]([CH2:29][O:30][P:36]([O:35][C:31]([CH3:32])([CH3:33])[CH3:34])([O:37][C:38]([CH3:39])([CH3:40])[CH3:41])=[O:42])[CH:23]([OH:28])[CH:24]([OH:27])[CH:25]3[OH:26])[cH:15][cH:16][c:17]1[CH2:18][CH3:19])[cH:10]2. The reactants are C(C)(C)(C)OC(=O)N1CCN(CC1)C1=NC=C(C=C1C(F)(F)F)CO (4-(5-Hydroxymethyl-3-trifluoromethyl-pyridin-2-yl)-piperazine-1-carboxylic acid tert-butyl ester). Solvent: C(=O)(C(F)(F)F)O (TFA). Yields the product N1(CCNCC1)C1=C(C=C(C=N1)CO)C(F)(F)F ((6-Piperazin-1-yl-5-trifluoromethyl-pyridin-3-yl)-methanol). RXN SMILES: C(OC([N:8]1[CH2:13][CH2:12][N:11]([C:14]2[C:19]([C:20]([F:23])([F:22])[F:21])=[CH:18][C:17]([CH2:24][OH:25])=[CH:16][N:15]=2)[CH2:10][CH2:9]1)=O)(C)(C)C>C(O)(C(F)(F)F)=O>[N:11]1([C:14]2[N:15]=[CH:16][C:17]([CH2:24][OH:25])=[CH:18][C:19]=2[C:20]([F:23])([F:21])[F:22])[CH2:12][CH2:13][NH:8][CH2:9][CH2:10]1. Procedure details: 4-(5-Hydroxymethyl-3-trifluoromethyl-pyridin-2-yl)-piperazine-1-carboxylic acid tert-butyl ester from step (d) above (1.08 g, 3.0 mmol) reacted with TFA (10 mL, Aldrich) under the conditions of Example 183 g to give the title compound as a white solid. MS (ESI, pos. ion) m/e: 262 (M+1).